This data is from the Open Reaction Database (ORD), a public repository of structured organic reaction records. The task is: describe an organic reaction: reactants, conditions, products, and yield Reactants: CO, [Cl-], O=C(COc1ccccc1)N1CCCCC1c1nc(-c2cccc([N+](=O)[O-])c2)n[nH]1, [NH4+]. Yields the product Nc1cccc(-c2n[nH]c(C3CCCCN3C(=O)COc3ccccc3)n2)c1. As a reaction SMILES: [CH3:33][OH:34].[Cl-:31].[N+:1]([O-:2])(=[O:3])[c:4]1[cH:5][c:6](-[c:10]2[n:11][c:12]([CH:15]3[N:16]([C:21]([CH2:22][O:23][c:24]4[cH:25][cH:26][cH:27][cH:28][cH:29]4)=[O:30])[CH2:17][CH2:18][CH2:19][CH2:20]3)[nH:13][n:14]2)[cH:7][cH:8][cH:9]1.[NH4+:32]>>[NH2:1][c:4]1[cH:5][c:6](-[c:10]2[n:11][c:12]([CH:15]3[N:16]([C:21]([CH2:22][O:23][c:24]4[cH:25][cH:26][cH:27][cH:28][cH:29]4)=[O:30])[CH2:17][CH2:18][CH2:19][CH2:20]3)[nH:13][n:14]2)[cH:7][cH:8][cH:9]1. Starting materials: Cl, NCc1cccc(O)c1, CCc1nnn(C2CC(n3cnc4c(NCC(c5ccccc5)c5ccccc5)nc(N5CCC(N)C5)nc43)C(O)C2O)n1, CCc1nnn(C2CC(n3cnc4c(NCC(c5ccccc5)c5ccccc5)nc(N5CCC(NC(=O)NCc6ccccn6)C5)nc43)C(O)C2O)n1. The product is Cl, CCc1nnn(C2CC(n3cnc4c(NCC(c5ccccc5)c5ccccc5)nc(N5CCC(NC(=O)NCc6cccc(O)c6)C5)nc43)C(O)C2O)n1. Reaction SMILES: [ClH:45].[NH2:100][CH2:101][c:102]1[cH:103][c:104]([OH:108])[cH:105][cH:106][cH:107]1.[NH2:1][CH:2]1[CH2:3][CH2:4][N:5]([c:6]2[n:7][c:8]3[c:9]([n:10][cH:11][n:12]3[CH:13]3[CH2:14][CH:15]([n:16]4[n:17][n:18][c:19]([CH2:20][CH3:21])[n:22]4)[CH:23]([OH:24])[CH:25]3[OH:26])[c:27]([NH:28][CH2:29][CH:30]([c:31]3[cH:32][cH:33][cH:34][cH:35][cH:36]3)[c:37]3[cH:38][cH:39][cH:40][cH:41][cH:42]3)[n:43]2)[CH2:44]1.[c:46]1([CH:52]([CH2:53][NH:54][c:55]2[c:56]3[n:57][cH:58][n:59]([CH:80]4[CH:81]([OH:93])[CH:82]([OH:92])[CH:83]([n:85]5[n:86][c:87]([CH2:90][CH3:91])[n:88][n:89]5)[CH2:84]4)[c:60]3[n:61][c:62]([N:64]3[CH2:65][CH:66]([NH:69][C:70](=[O:71])[NH:72][CH2:73][c:74]4[cH:75][cH:76][cH:77][cH:78][n:79]4)[CH2:67][CH2:68]3)[n:63]2)[c:94]2[cH:95][cH:96][cH:97][cH:98][cH:99]2)[cH:47][cH:48][cH:49][cH:50][cH:51]1>>[ClH:45].[c:46]1([CH:52]([CH2:53][NH:54][c:55]2[c:56]3[n:57][cH:58][n:59]([CH:80]4[CH:81]([OH:93])[CH:82]([OH:92])[CH:83]([n:85]5[n:86][c:87]([CH2:90][CH3:91])[n:88][n:89]5)[CH2:84]4)[c:60]3[n:61][c:62]([N:64]3[CH2:65][CH:66]([NH:69][C:70](=[O:71])[NH:100][CH2:101][c:102]4[cH:103][c:104]([OH:108])[cH:105][cH:106][cH:107]4)[CH2:67][CH2:68]3)[n:63]2)[c:94]2[cH:95][cH:96][cH:97][cH:98][cH:99]2)[cH:47][cH:48][cH:49][cH:50][cH:51]1. Reactants: CC1=CC=C(C=C1)S(=O)(=O)O.N1=CC=CC=C1 (pyridine 4-methylbenzenesulfonate), BrC1=CC=2C(C3=CC(=CC=C3OC2C=C1)OC)=O (2-bromo-7-methoxy-9H-xanthen-9-one), C1CCOC1 (THF), C(C)[Mg]Br (Ethylmagnesium bromide), C1CCOC1 (THF). Solvent: C(Cl)Cl (DCM). Reaction conditions: time 10 minute. Product: BrC1=CC=2C(C3=CC(=CC=C3OC2C=C1)OC)=CC (2-bromo-9-ethylidene-7-methoxy-9H-xanthene). As a reaction SMILES: [Br:1][C:2]1[CH:15]=[CH:14][C:13]2[O:12][C:11]3[C:6](=[CH:7][C:8]([O:16][CH3:17])=[CH:9][CH:10]=3)[C:5](=O)[C:4]=2[CH:3]=1.[CH2:19]1COC[CH2:20]1.C([Mg]Br)C.CC1C=CC(S(O)(=O)=O)=CC=1.N1C=CC=CC=1>C(Cl)Cl>[Br:1][C:2]1[CH:15]=[CH:14][C:13]2[O:12][C:11]3[C:6](=[CH:7][C:8]([O:16][CH3:17])=[CH:9][CH:10]=3)[C:5](=[CH:19][CH3:20])[C:4]=2[CH:3]=1 |f:3.4|. Reported procedure: A 250 mL RBF was charged with 2-bromo-7-methoxy-9H-xanthen-9-one (10.20 g, 33.4 mmol) and 100 mL dry THF. The mixture was stirred for 10 min at RT and the resulting suspension was placed in an ice-methanol bath for another 10 min. Ethylmagnesium bromide, 1.0 M in THF (43.5 mL, 43.5 mmol) was added to the mixture dropwise. After 30 min, the mixture was carefully quenched with saturated aqueous ammonium chloride (100 mL) at 0° C. and diluted with EtOAc. The organic layer was washed with brine, dri... Yields the product COC1=C(C=C(C=C1)C)NC(N(C1=NC=CN=C1)C)=O (3-(2-Methoxy-5-methyl-phenyl)-1-methyl-1-pyrazin-2-yl-urea). Reported procedure: To a 0.3 M stirred solution of 2-methylaminopyrazine (1 equiv.) in dichloroethane at room temperature under nitrogen was added 2-methoxy-5-methylphenylisocyanate (1 equiv.). The reaction was warmed to 80° C. overnight and then cooled to room temperature. In most cases, the product precipitated and was isolated by filtration. Alternatively the product could be isolated by silica gel chromatography using EtOAc/hexane or CH2Cl2/MeOH as eluant. 1H-NMR (400 MHz, CDCl3) δ 8.57 (s, 1H), 8.32 (s, 1H), 8... The solvent is ClC(C)Cl (dichloroethane). Reaction SMILES: [CH3:1][NH:2][C:3]1[CH:8]=[N:7][CH:6]=[CH:5][N:4]=1.[CH3:9][O:10][C:11]1[CH:16]=[CH:15][C:14]([CH3:17])=[CH:13][C:12]=1[N:18]=[C:19]=[O:20].CCOC(C)=O.CCCCCC.C(Cl)Cl.CO>ClC(Cl)C>[CH3:9][O:10][C:11]1[CH:16]=[CH:15][C:14]([CH3:17])=[CH:13][C:12]=1[NH:18][C:19](=[O:20])[N:2]([CH3:1])[C:3]1[CH:8]=[N:7][CH:6]=[CH:5][N:4]=1 |f:2.3,4.5|. Reactants: C(Cl)Cl.CO (CH2Cl2 MeOH), CNC1=NC=CN=C1 (2-methylaminopyrazine), CCOC(=O)C.CCCCCC (EtOAc hexane), COC1=C(C=C(C=C1)C)N=C=O (2-methoxy-5-methylphenylisocyanate). Conditions: temperature 80 celsius. Starting materials: C(C)NC1=C(C=CC(=C1)OC)[C@H]1CC=2C=CC(=CC2CC1)OC(C(C)(C)C)=O (pivalic acid (R)-6-(2-ethylamino-4-methoxyphenyl)-5,6,7,8-tetrahydronaphthalen-2-yl ester), C(C)(C)(C)OC(=O)N1CCC(CC1)C1=CC=C(C=C1)C(=O)O (4-(4-carboxyphenyl)piperidine-1-carboxylic acid tert-butyl ester). The product is C(C)N(C1=C(C=CC(=C1)OC)[C@H]1CC=2C=CC(=CC2CC1)O)CC1=CC=C(C=C1)C1CCN(CC1)C ((R)-6-{2-{Ethyl[4-(1-methylpiperidin-4-yl)benzyl]amino}-4-methoxyphenyl}-5,6,7,8-tetrahydronaphthalen-2-ol). Isolated yield 25.2%. RXN SMILES: [CH2:1]([NH:3][C:4]1[CH:9]=[C:8]([O:10][CH3:11])[CH:7]=[CH:6][C:5]=1[C@@H:12]1[CH2:21][CH2:20][C:19]2[CH:18]=[C:17]([O:22]C(=O)C(C)(C)C)[CH:16]=[CH:15][C:14]=2[CH2:13]1)[CH3:2].C(O[C:34]([N:36]1[CH2:41][CH2:40][CH:39]([C:42]2[CH:47]=[CH:46][C:45]([C:48](O)=O)=[CH:44][CH:43]=2)[CH2:38][CH2:37]1)=O)(C)(C)C>>[CH2:1]([N:3]([CH2:48][C:45]1[CH:44]=[CH:43][C:42]([CH:39]2[CH2:38][CH2:37][N:36]([CH3:34])[CH2:41][CH2:40]2)=[CH:47][CH:46]=1)[C:4]1[CH:9]=[C:8]([O:10][CH3:11])[CH:7]=[CH:6][C:5]=1[C@@H:12]1[CH2:21][CH2:20][C:19]2[CH:18]=[C:17]([OH:22])[CH:16]=[CH:15][C:14]=2[CH2:13]1)[CH3:2]. Procedure: Synthesized from pivalic acid (R)-6-(2-ethylamino-4-methoxyphenyl)-5,6,7,8-tetrahydronaphthalen-2-yl ester (100 mg) and 4-(4-carboxyphenyl)piperidine-1-carboxylic acid tert-butyl ester (250 mg) according to an analogous synthetic method to Example 337 described below and purified by LC-MS, the title compound (32 mg) was obtained. Reagents/catalysts: [Br-].C(CCC)[N+](CCCC)(CCCC)CCCC (tetrabutylammonium bromide). The product is OCC=1C=C(OCC2=CC=C(S2)/C(=C/C=C/C(C(F)(F)F)(O)C(F)(F)F)/CC)C=CC1CO ((3E,5E)-6-[5-(3,4-bis-Hydroxymethyl-phenoxymethyl)-2-thienyl]-1,1,1-trifluoro-2-trifluoromethylocta-3,5-dien-2-ol). Procedure details: In a manner similar to that of Example 6(l), by reaction of 200 mg of (3E,5E)-6-{5-[3,4-bis(tert-butyldimethylsilanyloxymethyl)phenoxymethyl]-2-thienyl}-1,1,1-trifluoro-2-trifluoromethylocta-3,5-dien-2-ol with 700 μL (0.7 mmol) of 1.0 M tetrabutylammonium bromide, the desired product is obtained in the form of white crystals (m.p.=113-114° C.; m=70 mg). Starting materials: [Si](C)(C)(C(C)(C)C)OCC=1C=C(OCC2=CC=C(S2)/C(=C/C=C/C(C(F)(F)F)(O)C(F)(F)F)/CC)C=CC1CO[Si](C)(C)C(C)(C)C ((3E,5E)-6-{5-[3,4-bis(tert-butyldimethylsilanyloxymethyl)phenoxymethyl]-2-thienyl}-1,1,1-trifluoro-2-trifluoromethylocta-3,5-dien-2-ol). As a reaction SMILES: [Si]([O:8][CH2:9][C:10]1[CH:11]=[C:12]([CH:36]=[CH:37][C:38]=1[CH2:39][O:40][Si](C(C)(C)C)(C)C)[O:13][CH2:14][C:15]1[S:19][C:18](/[C:20](/[CH2:34][CH3:35])=[CH:21]/[CH:22]=[CH:23]/[C:24]([C:30]([F:33])([F:32])[F:31])([OH:29])[C:25]([F:28])([F:27])[F:26])=[CH:17][CH:16]=1)(C(C)(C)C)(C)C>[Br-].C([N+](CCCC)(CCCC)CCCC)CCC>[OH:8][CH2:9][C:10]1[CH:11]=[C:12]([CH:36]=[CH:37][C:38]=1[CH2:39][OH:40])[O:13][CH2:14][C:15]1[S:19][C:18](/[C:20](/[CH2:34][CH3:35])=[CH:21]/[CH:22]=[CH:23]/[C:24]([C:30]([F:33])([F:31])[F:32])([OH:29])[C:25]([F:26])([F:28])[F:27])=[CH:17][CH:16]=1 |f:1.2|.